Dataset: the Open Reaction Database (ORD), a public repository of structured organic reaction records. Task: describe an organic reaction: reactants, conditions, products, and yield Reactants: CC(C)OC(=O)/N=N/C(=O)OC(C)C (DIAD), C1(CCC1)N1CCN(CCC1)C(=O)[C@@H]1N(C[C@@H](C1)O)C(C)=O ((2R,4R)-1-[2-(4-cyclobutyl-[1,4]diazepane-1-carbonyl)-4-hydroxy-pyrrolidin-1-yl]-ethanone), FC=1C=C(C=CC1)O (3-fluoro-phenol), C1=CC=C(C=C1)P(C2=CC=CC=C2)C3=CC=CC=C3 (triphenylphosphine resin). Solvent: C(Cl)Cl (CH2Cl2). Run at time 15 hour. Yields the product C1(CCC1)N1CCN(CCC1)C(=O)[C@@H]1N(C[C@H](C1)O)C(C)=O ((2R,4S)-1-[2-(4-Cyclobutyl-[1,4]diazepane-1-carbonyl)-4-hydroxy-pyrrolidin-1-yl]-ethanone). Yield: 64.1%. As a reaction SMILES: [CH:1]1([N:5]2[CH2:11][CH2:10][CH2:9][N:8]([C:12]([C@H:14]3[CH2:18][C@@H:17]([OH:19])[CH2:16][N:15]3[C:20](=[O:22])[CH3:21])=[O:13])[CH2:7][CH2:6]2)[CH2:4][CH2:3][CH2:2]1.FC1C=C(O)C=CC=1.C1C=CC(P(C2C=CC=CC=2)C2C=CC=CC=2)=CC=1.CC(OC(/N=N/C(OC(C)C)=O)=O)C>C(Cl)Cl>[CH:1]1([N:5]2[CH2:11][CH2:10][CH2:9][N:8]([C:12]([C@H:14]3[CH2:18][C@H:17]([OH:19])[CH2:16][N:15]3[C:20](=[O:22])[CH3:21])=[O:13])[CH2:7][CH2:6]2)[CH2:4][CH2:3][CH2:2]1. Procedure details: To a heterogeneous mixture of (2R,4R)-1-[2-(4-cyclobutyl-[1,4]diazepane-1-carbonyl)-4-hydroxy-pyrrolidin-1-yl]-ethanone (139 g, 448.5 mmol), 3-fluoro-phenol (52 mL, 462 mmol), and triphenylphosphine resin (1.52 mmol/g loading, 339 g, 516 mmol) in CH2Cl2 (4.3 L) was slowly added DIAD (91 mL, 462 mmol) over 15 min. The mixture was stirred at rt for 15 h. The resin was filtered off and washed with CH2Cl2 (4 L). The filtrate was concentrated and partitioned between methyl tert-butyl ether (MTBE; 2 L... The reactants are ClC1=C(C(=CC=C1)C)NS(=O)(=O)C1=NN2C(N=CC(=C2)C)=N1 (N-(2-chloro-6-methylphenyl)-6-methyl-1,2,4-triazolo-[1,5-a]pyrimidine-2-sulfonamide), OO (hydrogen peroxide), Cl (HCl), O (water), [OH-].[K+] (potassium hydroxide), S(=O)([O-])[O-].[Na+].[Na+] (sodium sulfite), peroxide. Product: ClC1=C(C(=CC=C1)C)NS(=O)(=O)C1=NNC(=N1)NC=O (N-(2-chloro-6-methylphenyl)-5-formamido-1,2,4-triazole-3-sulfonamide). Isolated yield 80.0%. RXN SMILES: [Cl:1][C:2]1[CH:7]=[CH:6][CH:5]=[C:4]([CH3:8])[C:3]=1[NH:9][S:10]([C:13]1[N:22]=[C:16]2[N:17]=[CH:18]C(C)=C[N:15]2[N:14]=1)(=[O:12])=[O:11].O.[OH-].[K+].OO.Cl.S([O-])([O-])=[O:30].[Na+].[Na+]>>[Cl:1][C:2]1[CH:7]=[CH:6][CH:5]=[C:4]([CH3:8])[C:3]=1[NH:9][S:10]([C:13]1[N:22]=[C:16]([NH:17][CH:18]=[O:30])[NH:15][N:14]=1)(=[O:12])=[O:11] |f:2.3,6.7.8|. Procedure details: A solution of 4.0 g (11.8 mmol) of N-(2-chloro-6-methylphenyl)-6-methyl-1,2,4-triazolo-[1,5-a]pyrimidine-2-sulfonamide in 120 ml of water containing 2.7 g (49 mmol) of potassium hydroxide. To this solution was added 14 ml of 35 percent aqueous hydrogen peroxide via dropwise addition. A mild exotherm resulted and the rate of addition of the oxidant was used to keep the temperature between 30°-35°. After 1 h the light yellow solution was acidified with 6N aqueous HCl and excess oxidant decomposed ... The reactants are FC(C1=CC=C(C=N1)C=O)(F)F (6-trifluoromethyl-3-pyridinecarboxaldehyde), N1=CC(=CC2=CC=CC=C12)C=O (3-quinolinecarboxaldehyde). The product is FC(C1=CC=C(C=N1)C=CC=O)(F)F (3-(6-trifluoromethyl-pyridin-3-yl)-propenal). RXN SMILES: [F:1][C:2]([F:12])([F:11])[C:3]1[N:8]=[CH:7][C:6]([CH:9]=O)=[CH:5][CH:4]=1.N1C2C(=CC=CC=2)C=[C:15]([CH:23]=[O:24])C=1>>[F:1][C:2]([F:12])([F:11])[C:3]1[N:8]=[CH:7][C:6]([CH:9]=[CH:15][CH:23]=[O:24])=[CH:5][CH:4]=1. Procedure: The title compound was prepared by a procedure analogous to Reference Example 7 by substituting 6-trifluoromethyl-3-pyridinecarboxaldehyde for the 3-quinolinecarboxaldehyde of Reference Example 7. MS 202 (M+H)+. The reactants are O=C1C=CCCC1, OB(O)c1ccc(C(F)(F)F)cc1, C1COCCO1, O. Yields the product O=C1CCCC(c2ccc(C(F)(F)F)cc2)C1. RXN SMILES: [C:1]1(=[O:7])[CH:2]=[CH:3][CH2:4][CH2:5][CH2:6]1.[F:8][C:9]([c:10]1[cH:11][cH:12][c:13]([B:16]([OH:17])[OH:18])[cH:14][cH:15]1)([F:19])[F:20].[O:21]1[CH2:22][CH2:23][O:24][CH2:25][CH2:26]1.[OH2:27]>>[C:1]1(=[O:7])[CH2:2][CH:3]([c:13]2[cH:12][cH:11][c:10]([C:9]([F:8])([F:19])[F:20])[cH:15][cH:14]2)[CH2:4][CH2:5][CH2:6]1. Starting materials: CC=1N=C(SC1CCO)C1=CC=C(C=C1)C(F)(F)F (2-[4-methyl-2-(4-trifluoromethyl-phenyl)-thiazol-5-yl]-ethanol), C1(=CC=CC=C1)P(C1=CC=CC=C1)C1=CC=CC=C1 (triphenylphosphine), N(=NC(=O)OC(C)(C)C)C(=O)OC(C)(C)C (di-tert-butyl azodicarboxylate), C(C)(C)(C)OC(CN1C=CC2=C(C=CC=C12)O)=O ((4-hydroxy-indol-1-yl)-acetic acid tert-butyl ester). The product is C(C)(C)(C)OC(CN1C=CC2=C(C=CC=C12)OCCC1=C(N=C(S1)C1=CC=C(C=C1)C(F)(F)F)C)=O ((4-{2-[4-methyl-2-(4-trifluoromethyl-phenyl)-thiazol-5-yl]-ethoxy}-indol-1-yl)-acetic acid tert-butyl ester). As a reaction SMILES: [C:1]([O:5][C:6](=[O:18])[CH2:7][N:8]1[C:16]2[C:11](=[C:12]([OH:17])[CH:13]=[CH:14][CH:15]=2)[CH:10]=[CH:9]1)([CH3:4])([CH3:3])[CH3:2].[CH3:19][C:20]1[N:21]=[C:22]([C:28]2[CH:33]=[CH:32][C:31]([C:34]([F:37])([F:36])[F:35])=[CH:30][CH:29]=2)[S:23][C:24]=1[CH2:25][CH2:26]O.C1(P(C2C=CC=CC=2)C2C=CC=CC=2)C=CC=CC=1.N(C(OC(C)(C)C)=O)=NC(OC(C)(C)C)=O>>[C:1]([O:5][C:6](=[O:18])[CH2:7][N:8]1[C:16]2[C:11](=[C:12]([O:17][CH2:26][CH2:25][C:24]3[S:23][C:22]([C:28]4[CH:29]=[CH:30][C:31]([C:34]([F:37])([F:35])[F:36])=[CH:32][CH:33]=4)=[N:21][C:20]=3[CH3:19])[CH:13]=[CH:14][CH:15]=2)[CH:10]=[CH:9]1)([CH3:4])([CH3:2])[CH3:3]. Reported procedure: In analogy to the procedure described in example 3 c], (4-hydroxy-indol-1-yl)-acetic acid tert-butyl ester (example 3 b]) was reacted with 2-[4-methyl-2-(4-trifluoromethyl-phenyl)-thiazol-5-yl]-ethanol in the presence of triphenylphosphine and di-tert-butyl azodicarboxylate to yield (4-{2-[4-methyl-2-(4-trifluoromethyl-phenyl)-thiazol-5-yl]-ethoxy}-indol-1-yl)-acetic acid tert-butyl ester as white crystals.